This data is from the Open Reaction Database (ORD), a public repository of structured organic reaction records. The task is: describe an organic reaction: reactants, conditions, products, and yield The reactants are [H-].[H-].[H-].[H-].[Li+].[Al+3] (LAH), C(C)C1=CC=C(C=C1)C1=NSC(=C1COC1=C(C=C(C=C1F)CC(C(=O)OCC)C)F)C(F)(F)F (ethyl 3-(4-((3-(4-ethylphenyl)-5-(trifluoromethyl)isothiazol-4-yl)methoxy)-3,5-difluorophenyl)-2-methylpropanoate). Yields the product C(C)C1=CC=C(C=C1)C1=NSC(=C1COC1=C(C=C(C=C1F)CC(CO)C)F)C(F)(F)F (3-(4-[[3-(4-ethylphenyl)-5-(trifluoromethyl)-1,2-thiazol-4-yl]methoxy]-3,5-difluorophenyl)-2-methylpropan-1-ol). As a reaction SMILES: [H-].[H-].[H-].[H-].[Li+].[Al+3].[CH2:7]([C:9]1[CH:14]=[CH:13][C:12]([C:15]2[C:19]([CH2:20][O:21][C:22]3[C:27]([F:28])=[CH:26][C:25]([CH2:29][CH:30]([CH3:36])[C:31](OCC)=[O:32])=[CH:24][C:23]=3[F:37])=[C:18]([C:38]([F:41])([F:40])[F:39])[S:17][N:16]=2)=[CH:11][CH:10]=1)[CH3:8]>>[CH2:7]([C:9]1[CH:14]=[CH:13][C:12]([C:15]2[C:19]([CH2:20][O:21][C:22]3[C:27]([F:28])=[CH:26][C:25]([CH2:29][CH:30]([CH3:36])[CH2:31][OH:32])=[CH:24][C:23]=3[F:37])=[C:18]([C:38]([F:39])([F:40])[F:41])[S:17][N:16]=2)=[CH:11][CH:10]=1)[CH3:8] |f:0.1.2.3.4.5|. Procedure: The title compound was prepared according to the procedure described in Example 111 by LAH reduction of ethyl 3-(4-((3-(4-ethylphenyl)-5-(trifluoromethyl)isothiazol-4-yl)methoxy)-3,5-difluorophenyl)-2-methylpropanoate to afford the desired product as an off-white solid. 1H NMR (400 MHz, CD3OD) δ 7.71 (d, J=8.0 Hz, 2H), 7.35 (d, J=8.0 Hz, 2H), 6.78-6.84 (m, 2H), 5.21 (s, 2H), 3.41 (d, J=6.8 Hz, 2H), 2.71-2.79 (m, 3H), 2.30-2.36 (m, 1H), 1.82-1.91 (m, 1H), 1.30 (t, J=7.6 Hz, 3H), 0.89 (d, J=6.8 Hz... The reactants are CON(C)C(=O)CN(CCCc1cccc(Br)n1)C(=O)OC(C)(C)C, C1CCOC1, CC(C)C[AlH]CC(C)C. Yields the product CC(C)(C)OC(=O)N(CC=O)CCCc1cccc(Br)n1. RXN SMILES: [C:1]([CH3:2])([CH3:3])([CH3:4])[O:5][C:6]([N:7]([CH2:8][C:9]([N:10]([O:11][CH3:12])[CH3:13])=[O:14])[CH2:15][CH2:16][CH2:17][c:18]1[n:19][c:20]([Br:24])[cH:21][cH:22][cH:23]1)=[O:25].[CH2:35]1[O:36][CH2:37][CH2:38][CH2:39]1.[CH3:26][CH:27]([CH2:28][AlH:29][CH2:30][CH:31]([CH3:32])[CH3:33])[CH3:34]>>[C:1]([CH3:2])([CH3:3])([CH3:4])[O:5][C:6]([N:7]([CH2:8][CH:9]=[O:14])[CH2:15][CH2:16][CH2:17][c:18]1[n:19][c:20]([Br:24])[cH:21][cH:22][cH:23]1)=[O:25]. Starting materials: COC(=O)C(=CC1CCCC1)c1ccc(-n2nnnc2C)c(Cl)c1, CCO, [Na+], [OH-]. The product is Cc1nnnn1-c1ccc(C(=CC2CCCC2)C(=O)O)cc1Cl. Reaction SMILES: [CH3:1][O:2][C:3]([C:4](=[CH:5][CH:6]1[CH2:7][CH2:8][CH2:9][CH2:10]1)[c:11]1[cH:12][c:13]([Cl:23])[c:14](-[n:17]2[n:18][n:19][n:20][c:21]2[CH3:22])[cH:15][cH:16]1)=[O:24].[CH3:27][CH2:28][OH:29].[Na+:26].[OH-:25]>>[O:2]=[C:3]([C:4](=[CH:5][CH:6]1[CH2:7][CH2:8][CH2:9][CH2:10]1)[c:11]1[cH:12][c:13]([Cl:23])[c:14](-[n:17]2[n:18][n:19][n:20][c:21]2[CH3:22])[cH:15][cH:16]1)[OH:24].